Dataset: the Open Reaction Database (ORD), a public repository of structured organic reaction records. Task: describe an organic reaction: reactants, conditions, products, and yield Reactants: CC(C)(C)c1cccc(Br)n1, [C-]#N, [C-]#N, CN(C)C=O, O, [Zn+2], c1ccc(P(c2ccccc2)(c2ccccc2)[Pd](P(c2ccccc2)(c2ccccc2)c2ccccc2)(P(c2ccccc2)(c2ccccc2)c2ccccc2)P(c2ccccc2)(c2ccccc2)c2ccccc2)cc1. Product: CC(C)(C)c1cccc(C#N)n1. As a reaction SMILES: [Br:1][c:2]1[n:3][c:4]([C:8]([CH3:9])([CH3:10])[CH3:11])[cH:5][cH:6][cH:7]1.[C-:18]#[N:19].[C-:21]#[N:22].[CH3:13][N:14]([CH3:15])[CH:16]=[O:17].[OH2:12].[Zn+2:20].[cH:23]1[cH:24][cH:25][c:26]([P:27]([Pd:28]([P:29]([c:30]2[cH:31][cH:32][cH:33][cH:34][cH:35]2)([c:36]2[cH:37][cH:38][cH:39][cH:40][cH:41]2)[c:42]2[cH:43][cH:44][cH:45][cH:46][cH:47]2)([P:48]([c:49]2[cH:50][cH:51][cH:52][cH:53][cH:54]2)([c:55]2[cH:56][cH:57][cH:58][cH:59][cH:60]2)[c:61]2[cH:62][cH:63][cH:64][cH:65][cH:66]2)[P:67]([c:68]2[cH:69][cH:70][cH:71][cH:72][cH:73]2)([c:74]2[cH:75][cH:76][cH:77][cH:78][cH:79]2)[c:80]2[cH:81][cH:82][cH:83][cH:84][cH:85]2)([c:86]2[cH:87][cH:88][cH:89][cH:90][cH:91]2)[c:92]2[cH:93][cH:94][cH:95][cH:96][cH:97]2)[cH:98][cH:99]1>>[c:2]1([C:13]#[N:14])[n:3][c:4]([C:8]([CH3:9])([CH3:10])[CH3:11])[cH:5][cH:6][cH:7]1. The reactants are CC(=O)[O-], CC(=O)O, COc1ccc2c(c1)NC(=O)C(Cl)(Cl)CC2, [H][H], [Na+]. Yields the product COc1ccc2c(c1)NC(=O)C(Cl)CC2. As a reaction SMILES: [CH3:18][C:19](=[O:20])[O-:21].[CH3:24][C:25](=[O:26])[OH:27].[Cl:1][C:2]1([Cl:16])[C:3](=[O:15])[NH:4][c:5]2[c:6]([cH:9][cH:10][c:11]([O:13][CH3:14])[cH:12]2)[CH2:7][CH2:8]1.[H:22][H:23].[Na+:17]>>[Cl:1][CH:2]1[C:3](=[O:15])[NH:4][c:5]2[c:6]([cH:9][cH:10][c:11]([O:13][CH3:14])[cH:12]2)[CH2:7][CH2:8]1. The reactants are FC(C=1C=C(C=C(C1)C(F)(F)F)[C@@H]1[C@@H](NC(O1)=O)C)(F)F ((4S,5R)-5-[3,5-bis(trifluoromethyl)phenyl]-4-methyl-1,3-oxazolidin-2-one), [H-].[Na+] (NaH), ClC1=C(CCl)C=CC(=C1)F (2-chloro-4-fluorobenzyl chloride). Solvent: C1CCOC1 (THF). Reaction conditions: temperature 60 celsius, time 30 minute. Yields the product FC(C=1C=C(C=C(C1)C(F)(F)F)[C@@H]1[C@@H](N(C(O1)=O)CC1=C(C=C(C=C1)F)Cl)C)(F)F ((4S,5R)-5-[3,5-bis(trifluoromethyl)phenyl]-3-(2-chloro-4-fluorobenzyl)-4-methyl-1,3-oxazolidin-2-one). As a reaction SMILES: [F:1][C:2]([F:21])([F:20])[C:3]1[CH:4]=[C:5]([C@H:13]2[O:17][C:16](=[O:18])[NH:15][C@H:14]2[CH3:19])[CH:6]=[C:7]([C:9]([F:12])([F:11])[F:10])[CH:8]=1.[H-].[Na+].[Cl:24][C:25]1[CH:32]=[C:31]([F:33])[CH:30]=[CH:29][C:26]=1[CH2:27]Cl>C1COCC1>[F:21][C:2]([F:1])([F:20])[C:3]1[CH:4]=[C:5]([C@H:13]2[O:17][C:16](=[O:18])[N:15]([CH2:27][C:26]3[CH:29]=[CH:30][C:31]([F:33])=[CH:32][C:25]=3[Cl:24])[C@H:14]2[CH3:19])[CH:6]=[C:7]([C:9]([F:10])([F:11])[F:12])[CH:8]=1 |f:1.2|. Procedure: To a solution of (4S,5R)-5-[3,5-bis(trifluoromethyl)phenyl]-4-methyl-1,3-oxazolidin-2-one (1.0 g, 3.19 mmol)/THF (40 mL) at 0° C., was added NaH (153 mg, 60 w/w % in mineral oil, 3.83 mmol, 1.2 eq.) in one portion. The resulting foaming mixture was stirred in an ice bath for 30 min, followed by addition of 2-chloro-4-fluorobenzyl chloride (572 mg, 3.19 mmol). The resulting mixture was stirred at 0° C. for 30 min then warmed to ambient overnight. The reaction failed to proceed at room temperature... RXN SMILES: [CH3:1][CH:2]([CH2:3][NH:4][C:5](=[S:6])[c:7]1[cH:8][c:9]2[c:18]([cH:19][cH:20]1)[S:17][c:16]1[c:11]([cH:12][cH:13][cH:14][cH:15]1)[N:10]2[CH:21]([CH2:22][N:23]1[CH2:24][CH2:25][CH2:26][CH2:27]1)[CH3:28])[CH3:29].[CH3:30][C:31]([OH:32])=[O:33]>>[CH3:1][CH:2]([CH2:3][NH:4][C:5]([c:7]1[cH:8][c:9]2[c:18]([cH:19][cH:20]1)[S:17][c:16]1[c:11]([cH:12][cH:13][cH:14][cH:15]1)[N:10]2[CH:21]([CH2:22][N:23]1[CH2:24][CH2:25][CH2:26][CH2:27]1)[CH3:28])=[O:32])[CH3:29]. Starting materials: CC(C)CNC(=S)c1ccc2c(c1)N(C(C)CN1CCCC1)c1ccccc1S2, CC(=O)O. The product is CC(C)CNC(=O)c1ccc2c(c1)N(C(C)CN1CCCC1)c1ccccc1S2. Reactants: Cc1c(F)c([N+](=O)[O-])c(C)c(F)c1N1CCN(C)CC1, CS(C)=O, NC1CC1, [F-], [K+]. The product is Cc1c(NC2CC2)c([N+](=O)[O-])c(C)c(F)c1N1CCN(C)CC1. RXN SMILES: [CH3:1][N:2]1[CH2:3][CH2:4][N:5]([c:8]2[c:9]([CH3:20])[c:10]([F:19])[c:11]([N+:16](=[O:17])[O-:18])[c:12]([CH3:15])[c:13]2[F:14])[CH2:6][CH2:7]1.[CH3:27][S:28](=[O:29])[CH3:30].[CH:23]1([NH2:26])[CH2:24][CH2:25]1.[F-:21].[K+:22]>>[CH3:1][N:2]1[CH2:3][CH2:4][N:5]([c:8]2[c:9]([CH3:20])[c:10]([NH:26][CH:23]3[CH2:24][CH2:25]3)[c:11]([N+:16](=[O:17])[O-:18])[c:12]([CH3:15])[c:13]2[F:14])[CH2:6][CH2:7]1.